From a dataset of the Open Reaction Database (ORD), a public repository of structured organic reaction records. describe an organic reaction: reactants, conditions, products, and yield The reactants are ClC=1N=C(C2=C(N1)C=C(S2)C=O)N2CCOCC2 (2-chloro-4-morpholin-4-yl-thieno[3,2-d]pyrimidine-6-carbaldehyde), CC(CN)(C)N1CCOCC1 (2-methyl-2-morpholinopropan-1-amine). Yields the product ClC=1N=C(C2=C(N1)C=C(S2)CNCC(C)(N2CCOCC2)C)N2CCOCC2 (N-((2-chloro-4-morpholinothieno[3,2-d]pyrimidin-6-yl)methyl)-2-methyl-2-morpholinopropan-1-amine). As a reaction SMILES: [Cl:1][C:2]1[N:3]=[C:4]([N:13]2[CH2:18][CH2:17][O:16][CH2:15][CH2:14]2)[C:5]2[S:10][C:9]([CH:11]=O)=[CH:8][C:6]=2[N:7]=1.[CH3:19][C:20]([N:24]1[CH2:29][CH2:28][O:27][CH2:26][CH2:25]1)([CH3:23])[CH2:21][NH2:22]>>[Cl:1][C:2]1[N:3]=[C:4]([N:13]2[CH2:18][CH2:17][O:16][CH2:15][CH2:14]2)[C:5]2[S:10][C:9]([CH2:11][NH:22][CH2:21][C:20]([CH3:23])([N:24]3[CH2:29][CH2:28][O:27][CH2:26][CH2:25]3)[CH3:19])=[CH:8][C:6]=2[N:7]=1. Procedure: Following the procedures for 172, 2-chloro-4-morpholin-4-yl-thieno[3,2-d]pyrimidine-6-carbaldehyde and 2-methyl-2-morpholinopropan-1-amine were reacted by reductive amination to give N-((2-chloro-4-morpholinothieno[3,2-d]pyrimidin-6-yl)methyl)-2-methyl-2-morpholinopropan-1-amine, which was converted to the 2-tributylstannyl intermediate and reacted with 2-methyl-1H-benzo[d]imidazole to give 203. LCMS m/z: 522.2 (MH+) The reactants are CCC(CC)(c1ccc(OCC(=O)C(C)(C)C)c(C)c1)c1ccc(OCC(=O)C(C)(C)C)c(C)c1, CC(=O)C(C)(C)C, CCOC(C)=O, [H-], [Na+], CN(C)C=O. As a reaction SMILES: [CH3:1][c:2]1[cH:3][c:4]([C:16]([CH2:17][CH3:18])([CH2:19][CH3:20])[c:21]2[cH:22][c:23]([CH3:35])[c:24]([O:27][CH2:28][C:29]([C:30]([CH3:31])([CH3:32])[CH3:33])=[O:34])[cH:25][cH:26]2)[cH:5][cH:6][c:7]1[O:8][CH2:9][C:10]([C:11]([CH3:12])([CH3:13])[CH3:14])=[O:15].[CH3:38][C:39](=[O:40])[C:41]([CH3:42])([CH3:43])[CH3:44].[CH3:45][CH2:46][O:47][C:48](=[O:49])[CH3:50].[H-:37].[Na+:36].[O:51]=[CH:52][N:53]([CH3:54])[CH3:55]>>[CH3:1][c:2]1[cH:3][c:4]([C:16]([CH2:17][CH3:18])([CH2:19][CH3:20])[c:21]2[cH:22][c:23]([CH3:35])[c:24]([O:27][CH2:28][CH:29]([C:30]([CH3:31])([CH3:32])[CH3:33])[OH:34])[cH:25][cH:26]2)[cH:5][cH:6][c:7]1[O:8][CH2:9][C:10]([C:11]([CH3:12])([CH3:13])[CH3:14])=[O:15]. Product: CCC(CC)(c1ccc(OCC(=O)C(C)(C)C)c(C)c1)c1ccc(OCC(O)C(C)(C)C)c(C)c1. The reactants are C1(=CC=CC2=CC=CC=C12)C(=O)N1CC(C(C1)C(C)O)CN1CCC(CC1)C1=CC=C(C=C1)F (1-(1-naphthoyl)-3-(RS)-(4-(4-fluorophenyl)piperidinylmethyl)-4-(SR)-(1-hydroxyethyl)pyrrolidine), [OH-].[K+] (KOH), CI (methyliodide). The solvent is CS(=O)C (DMSO), CCOCC (ether). Yields the product C1(=CC=CC2=CC=CC=C12)C(=O)N1CC(C(C1)C(C)OC)CN1CCC(CC1)C1=CC=C(C=C1)F (1-(1-Naphthoyl)-3-(RS)-(4-(4-fluorophenyl)piperidinylmethyl)-4-(SR)-(1-methoxyethyl)pyrrolidine). RXN SMILES: [C:1]1([C:11]([N:13]2[CH2:17][CH:16]([CH:18]([OH:20])[CH3:19])[CH:15]([CH2:21][N:22]3[CH2:27][CH2:26][CH:25]([C:28]4[CH:33]=[CH:32][C:31]([F:34])=[CH:30][CH:29]=4)[CH2:24][CH2:23]3)[CH2:14]2)=[O:12])[C:10]2[C:5](=[CH:6][CH:7]=[CH:8][CH:9]=2)[CH:4]=[CH:3][CH:2]=1.[OH-].[K+].[CH3:37]I>CS(C)=O.CCOCC>[C:1]1([C:11]([N:13]2[CH2:17][CH:16]([CH:18]([O:20][CH3:37])[CH3:19])[CH:15]([CH2:21][N:22]3[CH2:27][CH2:26][CH:25]([C:28]4[CH:29]=[CH:30][C:31]([F:34])=[CH:32][CH:33]=4)[CH2:24][CH2:23]3)[CH2:14]2)=[O:12])[C:10]2[C:5](=[CH:6][CH:7]=[CH:8][CH:9]=2)[CH:4]=[CH:3][CH:2]=1 |f:1.2|. Reported procedure: A solution of 0.026 g (0.057 mmol) of 1-(1-naphthoyl)-3-(RS)-(4-(4-fluorophenyl)piperidinylmethyl)-4-(SR)-(1-hydroxyethyl)pyrrolidine (diastereomer 2), 0.012 mg (0.23 mmol) of KOH and 0.0042 mL (0.068 mmol) of methyliodide in 1 mL of DMSO was stirred at rt for 30 min. The reaction mixture was diluted with ether and washed with sat'd NaHCO3 and NaCl solutions. The organic fraction was dried over Na2SO4, filtered and the filtrate was concentrated and purified by chromatography (silica, hexanes:eth... The reactants are COC(C1=CC(=CC=C1)CNC(=O)[C@@H]1N[C@H]([C@]([C@H]1C1=C(C(=CC=C1)Cl)F)(C#N)C1=C(C=C(C=C1)Cl)F)CC(C)(C)C)=O (rac 3-({[(2R,3S,4R,5S)-3-(3-Chloro-2-fluoro-phenyl)-4-(4-chloro-2-fluoro-phenyl)-4-cyano-5-(2,2-dimethyl-propyl)-pyrrolidine-2-carbonyl]-amino}-methyl)-benzoic acid methyl ester), [OH-].[Na+] (NaOH). Run in CO (MeOH). Reaction conditions: time 1.5 hour. Yields the product ClC=1C(=C(C=CC1)[C@H]1[C@@H](N[C@H]([C@]1(C#N)C1=C(C=C(C=C1)Cl)F)CC(C)(C)C)C(=O)NCC=1C=C(C(=O)O)C=CC1)F (rac 3-({[(2R,3S,4R,5S)-3-(3-Chloro-2-fluoro-phenyl)-4-(4-chloro-2-fluoro-phenyl)-4-cyano-5-(2,2-dimethyl-propyl)-pyrrolidine-2-carbonyl]-amino}-methyl)-benzoic acid). Reaction SMILES: C[O:2][C:3](=[O:42])[C:4]1[CH:9]=[CH:8][CH:7]=[C:6]([CH2:10][NH:11][C:12]([C@H:14]2[C@H:18]([C:19]3[CH:24]=[CH:23][CH:22]=[C:21]([Cl:25])[C:20]=3[F:26])[C@:17]([C:29]3[CH:34]=[CH:33][C:32]([Cl:35])=[CH:31][C:30]=3[F:36])([C:27]#[N:28])[C@H:16]([CH2:37][C:38]([CH3:41])([CH3:40])[CH3:39])[NH:15]2)=[O:13])[CH:5]=1.[OH-].[Na+]>CO>[Cl:25][C:21]1[C:20]([F:26])=[C:19]([C@@H:18]2[C@:17]([C:29]3[CH:34]=[CH:33][C:32]([Cl:35])=[CH:31][C:30]=3[F:36])([C:27]#[N:28])[C@H:16]([CH2:37][C:38]([CH3:41])([CH3:39])[CH3:40])[NH:15][C@H:14]2[C:12]([NH:11][CH2:10][C:6]2[CH:5]=[C:4]([CH:9]=[CH:8][CH:7]=2)[C:3]([OH:42])=[O:2])=[O:13])[CH:24]=[CH:23][CH:22]=1 |f:1.2|. Procedure: rac 3-({[(2R,3S,4R,5S)-3-(3-Chloro-2-fluoro-phenyl)-4-(4-chloro-2-fluoro-phenyl)-4-cyano-5-(2,2-dimethyl-propyl)-pyrrolidine-2-carbonyl]-amino}-methyl)-benzoic acid methyl ester (40 mg) was dissolved in MeOH (10 mL) with help of slight heating. To the stirred solution was added NaOH (1N, 2 mL) and the mixture was stirred for 1.5 hrs. The solvent was removed and the residue was treated with 1 N HCl to make the mixture acidic. The white suspension was extracted with EtOAc (3×10 mL) and the extract... The reactants are COC12CCN(C(=O)OC(C)C(F)(F)F)C1CNC2, CS(C)=O, CCN(C(C)C)C(C)C, Cc1cc(Nc2cc[nH]n2)nc(Cl)n1. Yields the product COC12CCN(C(=O)OC(C)C(F)(F)F)C1CN(c1nc(C)cc(Nc3cc[nH]n3)n1)C2. As a reaction SMILES: [CH3:1][O:2][C:3]12[CH:4]([N:5]([C:8](=[O:9])[O:10][CH:11]([C:12]([F:13])([F:14])[F:15])[CH3:16])[CH2:6][CH2:7]1)[CH2:17][NH:18][CH2:19]2.[CH3:43][S:44]([CH3:45])=[O:46].[CH:34]([N:35]([CH2:36][CH3:37])[CH:38]([CH3:39])[CH3:40])([CH3:41])[CH3:42].[Cl:20][c:21]1[n:22][c:23]([CH3:33])[cH:24][c:25]([NH:27][c:28]2[n:29][nH:30][cH:31][cH:32]2)[n:26]1>>[CH3:1][O:2][C:3]12[CH:4]([N:5]([C:8](=[O:9])[O:10][CH:11]([C:12]([F:13])([F:14])[F:15])[CH3:16])[CH2:6][CH2:7]1)[CH2:17][N:18]([c:21]1[n:22][c:23]([CH3:33])[cH:24][c:25]([NH:27][c:28]3[n:29][nH:30][cH:31][cH:32]3)[n:26]1)[CH2:19]2. The reactants are ClC=1C=C(C(=C(C1C#C[Si](C)(C)C)\N=N\N1CCCC1)C1=CC(=CC=C1)F)C(=O)OC (methyl 4-chloro-3′-fluoro-6-[(E)-pyrrolidin-1-yldiazenyl]-5-[(trimethylsilyl)ethynyl]biphenyl-2-carboxylate), [OH-].[Na+] (sodium hydroxide), O (water), Cl (hydrogen chloride), O (water). Run in O1CCCC1 (tetrahydrofuran), CO (methanol), C(C)(=O)OCC (ethyl acetate). Reaction conditions: temperature 60 celsius, time 90 minute. The product is ClC=1C=C(C(=C(C1C#C)\N=N\N1CCCC1)C1=CC(=CC=C1)F)C(=O)O (4-Chloro-5-ethynyl-3′-fluoro-6-[(E)-pyrrolidin-1-yldiazenyl]biphenyl-2-carboxylic acid). As a reaction SMILES: [Cl:1][C:2]1[CH:3]=[C:4]([C:28]([O:30]C)=[O:29])[C:5]([C:21]2[CH:26]=[CH:25][CH:24]=[C:23]([F:27])[CH:22]=2)=[C:6](/[N:14]=[N:15]/[N:16]2[CH2:20][CH2:19][CH2:18][CH2:17]2)[C:7]=1[C:8]#[C:9][Si](C)(C)C.[OH-].[Na+].O.Cl>O1CCCC1.CO.C(OCC)(=O)C>[Cl:1][C:2]1[CH:3]=[C:4]([C:28]([OH:30])=[O:29])[C:5]([C:21]2[CH:26]=[CH:25][CH:24]=[C:23]([F:27])[CH:22]=2)=[C:6](/[N:14]=[N:15]/[N:16]2[CH2:17][CH2:18][CH2:19][CH2:20]2)[C:7]=1[C:8]#[CH:9] |f:1.2|. Procedure details: A solution of methyl 4-chloro-3′-fluoro-6-[(E)-pyrrolidin-1-yldiazenyl]-5-[(trimethylsilyl)ethynyl]biphenyl-2-carboxylate (1.0 kg, 2.2 mol) in tetrahydrofuran (3 L) and methanol (0.86 L) was treated with 2.0 M sodium hydroxide in water (3.4 L, 6.7 mol) and heated to 60° C. in 30 minutes and kept at an internal temperature of 60-63° C. for 90 minutes. The reaction mixture was cooled to 1 to 5° C. with an ice bath, treated with 3.0 M hydrogen chloride in water (2.8 L, 8.3 mol) in portions (tempera...